Dataset: the Open Reaction Database (ORD), a public repository of structured organic reaction records. Task: describe an organic reaction: reactants, conditions, products, and yield The product is NC=1C(=NC(=CC1)C=1N=C(NC1C1=C(C=C(C=C1)F)F)C1CC1)O (3-Amino-6-[2-cyclopropyl-5-(2,4-difluorophenyl)-1H-imidazol-4-yl]pyridin-2-ol). Reactants: C1(CC1)C=1NC(=C(N1)C1=CC=C(C(=N1)O)[N+](=O)[O-])C1=C(C=C(C=C1)F)F (6-[2-Cyclopropyl-5-(2,4-difluorophenyl)-1H-imidazol-4-yl]-3-nitro-pyridin-2-ol). The yield is 95.7%. Reaction SMILES: [CH:1]1([C:4]2[NH:5][C:6]([C:19]3[CH:24]=[CH:23][C:22]([F:25])=[CH:21][C:20]=3[F:26])=[C:7]([C:9]3[N:14]=[C:13]([OH:15])[C:12]([N+:16]([O-])=O)=[CH:11][CH:10]=3)[N:8]=2)[CH2:3][CH2:2]1>C(O)C>[NH2:16][C:12]1[C:13]([OH:15])=[N:14][C:9]([C:7]2[N:8]=[C:4]([CH:1]3[CH2:2][CH2:3]3)[NH:5][C:6]=2[C:19]2[CH:24]=[CH:23][C:22]([F:25])=[CH:21][C:20]=2[F:26])=[CH:10][CH:11]=1. Procedure: 6-[2-Cyclopropyl-5-(2,4-difluorophenyl)-1H-imidazol-4-yl]-3-nitro-pyridin-2-ol (4.525 g, 12.63 mmol) is dissolved in ethanol (63 mL). The solution is degassed with bubbling nitrogen gas. 10% Pd/C (920 mg) is added portionwise to the mixture and the mixture is saturated with hydrogen. The mixture is stirred under a hydrogen atmosphere (balloon) at RT over the weekend, at which time LC/MS shows complete conversion. The suspension is filtered through a pad of CELITE® to remove the catalyst and the ... Run in C(C)O (ethanol). Starting materials: C(CC)N (n-Propyl amine), C(=O)(OCC)[C@H](O)[C@@H](O)C(=O)OCC (diethyl L-tartrate), C(CC)N (n-propyl amine), C(=O)(OCC)[C@H](O)[C@@H](O)C(=O)OCC (diethyl L-tartrate), O (water), C(=O)(OCC)[C@H](O)[C@@H](O)C(=O)OCC (Diethyl L-tartrate). The solvent is CO (methanol), CO (methanol). Run at time 30 minute. The product is C(CC)NC([C@H](O)[C@@H](O)C(=O)NCCC)=O (N,N′-Di-n-propyl L-tartaramide), crystals. Isolated yield 35.0%. Reaction SMILES: [CH2:1]([NH2:4])[CH2:2][CH3:3].[C:5]([C@@H:10]([C@H:12]([C:14]([O:16]CC)=O)[OH:13])[OH:11])([O:7]CC)=O.O>CO>[CH2:1]([NH:4][C:5](=[O:7])[C@@H:10]([C@H:12]([C:14]([NH:4][CH2:1][CH2:2][CH3:3])=[O:16])[OH:13])[OH:11])[CH2:2][CH3:3]. Procedure details: N,N′-Di-n-propyl L-tartaramide was prepared by the reaction of n-propyl amine with diethyl L-tartrate. Diethyl L-tartrate (20.027 g, 1.0 eq) and HPLC grade methanol (40 mL) were weighed into a 250 mL round-bottomed flask equipped with a teflon coated magnetic stir bar. n-Propyl amine (12.038 g, 2.0 eq) was slowly poured into the stirring diethyl L-tartrate solution. Some fuming and a color change from water-white to pale yellow were observed. Additional methanol (10 mL) was used to rinse all of ... Product: COC(=O)c1cccc2nc(C(C)N)c(-c3ccccc3)n12. The reactants are COC(=O)c1cccc2nc(C(C)NC(=O)OCc3ccccc3)c(-c3ccccc3)n12, CSC, O=C(O)C(F)(F)F. Reaction SMILES: [CH2:1]([O:2][C:3](=[O:4])[NH:11][CH:12]([CH3:13])[c:14]1[n:15][c:16]2[n:17]([c:18]([C:22](=[O:23])[O:24][CH3:25])[cH:19][cH:20][cH:21]2)[c:26]1-[c:27]1[cH:28][cH:29][cH:30][cH:31][cH:32]1)[c:5]1[cH:6][cH:7][cH:8][cH:9][cH:10]1.[CH3:33][S:34][CH3:35].[F:36][C:37]([F:38])([F:39])[C:40]([OH:41])=[O:42]>>[NH2:11][CH:12]([CH3:13])[c:14]1[n:15][c:16]2[n:17]([c:18]([C:22](=[O:23])[O:24][CH3:25])[cH:19][cH:20][cH:21]2)[c:26]1-[c:27]1[cH:28][cH:29][cH:30][cH:31][cH:32]1. Starting materials: BrC1=C(C(=O)O)C=CC(=C1)Cl (2-bromo-4-chlorobenzoic acid), NC1=NC(=CC=C1)N (2,6-diaminopyridine), C(=O)([O-])[O-].[K+].[K+] (K2CO3), Cu, Cu(I) oxide, O (water). The solvent is C(C)OC(C)O (ethoxyethanol). Run at temperature 130 celsius, time 3 hour. Product: NC1=CC=CC(=N1)NC1=C(C(=O)O)C=CC(=C1)Cl (2-(6-amino-pyridin-2-ylamino)-4-chlorobenzoic acid). Isolated yield 42.9%. RXN SMILES: Br[C:2]1[CH:10]=[C:9]([Cl:11])[CH:8]=[CH:7][C:3]=1[C:4]([OH:6])=[O:5].[NH2:12][C:13]1[CH:18]=[CH:17][CH:16]=[C:15]([NH2:19])[N:14]=1.C([O-])([O-])=O.[K+].[K+].O>C(OC(O)C)C>[NH2:12][C:13]1[N:14]=[C:15]([NH:19][C:2]2[CH:10]=[C:9]([Cl:11])[CH:8]=[CH:7][C:3]=2[C:4]([OH:6])=[O:5])[CH:16]=[CH:17][CH:18]=1 |f:2.3.4|. Procedure details: A mixture of 2-bromo-4-chlorobenzoic acid (5 g), 2,6-diaminopyridine (6.95 g), K2CO3 (3.18 g), Cu powder (0.13 g) and Cu(I) oxide (0.15 g) in ethoxyethanol (10 mL) was heated at 130° C. for 2 h, until the reaction was complete (as confirmed by tlc). The mixture was cooled to RT, and water (70 mL) and activated carbon was added, and the mixture stirred for 3 h. The product was then filtered, and HCl (4 M) was added until pH 7 was reached. The resulting brown precipitate was filtered and dried in ... The reactants are S(=O)=O (sulfur dioxide), O(C1=CC=CC=C1)C=1C=C(C(=O)O)C=CC1 (m-phenoxy benzoic acid), S(=O)(Cl)Cl (thionyl chloride), Cl (hyrogen chloride). Yields the product O(C1=CC=CC=C1)C=1C=C(C(=O)Cl)C=CC1 (m-(phenoxy)benzoylchoride). As a reaction SMILES: [O:1]([C:8]1[CH:9]=[C:10]([CH:14]=[CH:15][CH:16]=1)[C:11](O)=[O:12])[C:2]1[CH:7]=[CH:6][CH:5]=[CH:4][CH:3]=1.S(Cl)([Cl:19])=O.Cl.S(=O)=O>>[O:1]([C:8]1[CH:9]=[C:10]([CH:14]=[CH:15][CH:16]=1)[C:11]([Cl:19])=[O:12])[C:2]1[CH:7]=[CH:6][CH:5]=[CH:4][CH:3]=1. Reported procedure: In a well ventilated hood, a mixture of m-phenoxy benzoic acid (200 g, 0.933 mole) (Aldrich) and thionyl chloride (105 mL, 1.44 moles) was placed in a one liter, round-bottomed flask. The flask was fitted with a magnetic stirring bar (or mechanical stirring bar for larger quantity preparation) and a reflux condenser with calcium chloride drying tube, which was attached to an exit tube, for evolved hyrogen chloride and sulfur dioxide, leading to a gas absorption trap. The mixture was heated on a ... Reactants: [OH-].[Na+] (sodium hydroxide), C(C)(=O)NC(CO)(CO)CCCC1=CC=C(C=C1)[N+](=O)[O-] (2-Acetamido-2-[3-(4-nitrophenyl)propyl]-1,3-propanediol), Cl (hydrochloric acid). The solvent is CO (methanol). The product is NC(CO)(CO)CCCC1=CC=C(C=C1)[N+](=O)[O-] (2-amino-2-[3-(4-nitrophenyl)propyl]-1,3-propanediol). Yield: 29.1%. Reaction SMILES: C([NH:4][C:5]([CH2:10][CH2:11][CH2:12][C:13]1[CH:18]=[CH:17][C:16]([N+:19]([O-:21])=[O:20])=[CH:15][CH:14]=1)([CH2:8][OH:9])[CH2:6][OH:7])(=O)C.[OH-].[Na+].Cl>CO>[NH2:4][C:5]([CH2:10][CH2:11][CH2:12][C:13]1[CH:14]=[CH:15][C:16]([N+:19]([O-:21])=[O:20])=[CH:17][CH:18]=1)([CH2:6][OH:7])[CH2:8][OH:9] |f:1.2|. Reported procedure: 2-Acetamido-2-[3-(4-nitrophenyl)propyl]-1,3-propanediol (400 mg) was dissolved in 50 ml of methanol and 6.7 ml of a 1 N aqueous sodium hydroxide solution was added thereto. The mixture was refluxed under heating for 3 hours and neutralized with dilute hydrochloric acid. The solvent was distilled away and chloroform was added to the residue for extraction. The chloroform layer was washed and dried, and the solvent was distilled away. The residue was purified by silica gel column chromatography (m... The reactants are CCOC(=O)CC(C)=O, COCCOC, Cl, CCCCCCCCCCCCCCCCNc1ccc(C(=O)Cl)c(F)c1, [H-], [Na+]. Yields the product CCCCCCCCCCCCCCCCNc1ccc(C(=O)C(C(C)=O)C(=O)OCC)c(F)c1. As a reaction SMILES: [C:1]([CH2:2][C:3](=[O:4])[CH3:5])(=[O:6])[O:7][CH2:8][CH3:9].[CH3:40][O:41][CH2:42][CH2:43][O:44][CH3:45].[ClH:12].[F:13][c:14]1[c:15]([C:16](=[O:17])[Cl:18])[cH:19][cH:20][c:21]([NH:23][CH2:24][CH2:25][CH2:26][CH2:27][CH2:28][CH2:29][CH2:30][CH2:31][CH2:32][CH2:33][CH2:34][CH2:35][CH2:36][CH2:37][CH2:38][CH3:39])[cH:22]1.[H-:10].[Na+:11]>>[C:1]([CH:2]([C:3](=[O:4])[CH3:5])[C:16]([c:15]1[c:14]([F:13])[cH:22][c:21]([NH:23][CH2:24][CH2:25][CH2:26][CH2:27][CH2:28][CH2:29][CH2:30][CH2:31][CH2:32][CH2:33][CH2:34][CH2:35][CH2:36][CH2:37][CH2:38][CH3:39])[cH:20][cH:19]1)=[O:17])(=[O:6])[O:7][CH2:8][CH3:9]. The reactants are BrCC(CC(=O)NC1[C@@H]2N(C(=C(CS2)\C=C\Cl)C(=O)OC(C2=CC=CC=C2)C2=CC=CC=C2)C1=O)=O (benzhydryl 7-(4-bromo-3-oxobutyramido)-3-[(E)-2-chlorovinyl]-3-cephem-4-carboxylate), C([O-])(O)=O.[Na+] (sodium bicarbonate), NC(=S)N (thiourea). The solvent is O1CCCC1 (tetrahydrofuran), C(C)O (ethyl alcohol). Conditions: temperature 30 celsius. Product: NC=1SC=C(N1)CC(=O)NC1[C@@H]2N(C(=C(CS2)\C=C\Cl)C(=O)OC(C2=CC=CC=C2)C2=CC=CC=C2)C1=O (benzhydryl 7-[2-(2-aminothiazol-4-yl)acetamido]-3-[(E)-2-chlorovinyl]-3-cephem-4-carboxylate). Isolated yield 71.9%. RXN SMILES: Br[CH2:2][C:3](=O)[CH2:4][C:5]([NH:7][CH:8]1[C:34](=[O:35])[N:10]2[C:11]([C:18]([O:20][CH:21]([C:28]3[CH:33]=[CH:32][CH:31]=[CH:30][CH:29]=3)[C:22]3[CH:27]=[CH:26][CH:25]=[CH:24][CH:23]=3)=[O:19])=[C:12](/[CH:15]=[CH:16]/[Cl:17])[CH2:13][S:14][C@H:9]12)=[O:6].[NH2:37][C:38]([NH2:40])=[S:39].C(=O)(O)[O-].[Na+]>O1CCCC1.C(O)C>[NH2:40][C:38]1[S:39][CH:2]=[C:3]([CH2:4][C:5]([NH:7][CH:8]2[C:34](=[O:35])[N:10]3[C:11]([C:18]([O:20][CH:21]([C:28]4[CH:33]=[CH:32][CH:31]=[CH:30][CH:29]=4)[C:22]4[CH:23]=[CH:24][CH:25]=[CH:26][CH:27]=4)=[O:19])=[C:12](/[CH:15]=[CH:16]/[Cl:17])[CH2:13][S:14][C@H:9]23)=[O:6])[N:37]=1 |f:2.3|. Procedure: To a solution of benzhydryl 7-(4-bromo-3-oxobutyramido)-3-[(E)-2-chlorovinyl]-3-cephem-4-carboxylate (1.2 g) in a mixture of tetrahydrofuran (15 ml) and ethyl alcohol (15 ml) was added thiourea (0.46 g). The mixture was stirred for an hour at 30° C., poured into an aqueous solution of sodium bicarbonate and extracted with ethyl acetate. The extract was washed with 10% aqueous solution of sodium chloride and dried over magnesium sulfate. The solvent was evaporated under reduced pressure, and the ... Procedure details: To a stirred solution of [3-(4-fluoro-phenyl)-5-((E)-styryl)-isoxazol-4-yl]-methanol (4.0 g, 13.5 mmol) and 5-hydroxy-pyridine-2-carboxylic acid ethyl ester (2.49 g, 14.9 mmol) in THF (130 mL) under argon was added triphenylphosphine (5.49 g, 20.31 mmol). Diethyl azodicarboxylate (9.3 mL, 20.31 mmol) was then added dropwise. After 3 h the reaction mixture was concentrated then purified by chromatography (silica, 10 to 40% ethyl actetate in heptane) afforded the title compound (2.85 g, 47%) as a ... As a reaction SMILES: [F:1][C:2]1[CH:7]=[CH:6][C:5]([C:8]2[C:12]([CH2:13][OH:14])=[C:11](/[CH:15]=[CH:16]/[C:17]3[CH:22]=[CH:21][CH:20]=[CH:19][CH:18]=3)[O:10][N:9]=2)=[CH:4][CH:3]=1.[CH2:23]([O:25][C:26]([C:28]1[CH:33]=[CH:32][C:31](O)=[CH:30][N:29]=1)=[O:27])[CH3:24].C1(P(C2C=CC=CC=2)C2C=CC=CC=2)C=CC=CC=1.N(C(OCC)=O)=NC(OCC)=O>C1COCC1>[CH2:23]([O:25][C:26]([C:28]1[CH:33]=[CH:32][C:31]([O:14][CH2:13][C:12]2[C:8]([C:5]3[CH:4]=[CH:3][C:2]([F:1])=[CH:7][CH:6]=3)=[N:9][O:10][C:11]=2/[CH:15]=[CH:16]/[C:17]2[CH:18]=[CH:19][CH:20]=[CH:21][CH:22]=2)=[CH:30][N:29]=1)=[O:27])[CH3:24]. The yield is 47.5%. Product: C(C)OC(=O)C1=NC=C(C=C1)OCC=1C(=NOC1\C=C\C1=CC=CC=C1)C1=CC=C(C=C1)F (5-[3-(4-Fluoro-phenyl)-5-((E)-styryl)-isoxazol-4-ylmethoxy]-pyridine-2-carboxylic acid ethyl ester). Solvent: C1CCOC1 (THF). The reactants are N(=NC(=O)OCC)C(=O)OCC (Diethyl azodicarboxylate), FC1=CC=C(C=C1)C1=NOC(=C1CO)\C=C\C1=CC=CC=C1 ([3-(4-fluoro-phenyl)-5-((E)-styryl)-isoxazol-4-yl]-methanol), C(C)OC(=O)C1=NC=C(C=C1)O (5-hydroxy-pyridine-2-carboxylic acid ethyl ester), C1(=CC=CC=C1)P(C1=CC=CC=C1)C1=CC=CC=C1 (triphenylphosphine).